From a dataset of the Open Reaction Database (ORD), a public repository of structured organic reaction records. describe an organic reaction: reactants, conditions, products, and yield Starting materials: Cl.Cl.C(#N)C(C)(C#N)C=1C=CC(=C(CN[C@@H]2[C@@H](NCCC2)C2=CC=CC=C2)C1)OC ((2S,3S)-3-(5-(1,1-dicyanoethyl)-2-methoxybenzyl)amino-2-phenylpiperidine Dihydrochloride), IC(C)C (2-Iodopropane), C(=O)([O-])[O-].[Cs+].[Cs+] (Cs2CO3). The solvent is CCOC(=O)C (AcOEt), CC(=O)C (acetone). Product: C(C)(C)OC1=CC=C(C=C1)C(C#N)(C)C (2-(4-Isopropoxyphenyl)-2-methylpropionitrile). Isolated yield 96.8%. RXN SMILES: Cl.Cl.[C:3]([C:5]([C:9]1[CH:10]=[CH:11][C:12]([O:29]C)=[C:13]([CH:28]=1)CN[C@H]1CCCN[C@H]1C1C=CC=CC=1)([C:7]#N)[CH3:6])#[N:4].I[CH:32]([CH3:34])[CH3:33].C([O-])([O-])=O.[Cs+].[Cs+]>CC(C)=O.CCOC(C)=O>[CH:32]([O:29][C:12]1[CH:11]=[CH:10][C:9]([C:5]([CH3:7])([CH3:6])[C:3]#[N:4])=[CH:28][CH:13]=1)([CH3:34])[CH3:33] |f:0.1.2,4.5.6|. Reported procedure: To a stirred solution of Compound 39 (500 mg, 3.10 mmol) and 2-Iodopropane (0.930 ml, 9.30 mmol) in acetone (8 ml) was added Cs2CO3 (4.55 g, 14.0 mmol), and refluxed for 2 h. The mixture was filtered over celite and washed with acetone. The filtrate was concentrated to give crude Compound 40. This was diluted with AcOEt, washed with water and brine, dried (MgSO4), and concentrated. This was purified by a column chromatography on silica gel to give Compound 40 (610 mg, 97%) as a colorless oil. The reactants are ClC(=O)OCC(C)C (Isobutyl chloroformate), ice, CN(CC#CC(=O)O)C (4-dimethylamino -2-butynoic acid), CN1CCOCC1 (N-methylmorpholine), N#N (N2), NC=1C=C2C(=C(C=NC2=CC1)C#N)NC1=CC(=CC=C1)Br (6-amino-4-[(3-bromophenyl)amino]-3-quinolinecarbonitrile). The solvent is N1=CC=CC=C1 (pyridine). Run at time 30 minute. The product is BrC=1C=C(C=CC1)NC1=C(C=NC2=CC=C(C=C12)NC(C#CCN(C)C)=O)C#N (N-[4-[(3-Bromophenyl)amino]-3-cyano-6-quinolinyl]-4-dimethylamino-2-butynamide). Isolated yield 16.9%. RXN SMILES: ClC(OCC(C)C)=O.[CH3:9][N:10]([CH3:17])[CH2:11][C:12]#[C:13][C:14](O)=[O:15].CN1CCOCC1.N#N.[NH2:27][C:28]1[CH:29]=[C:30]2[C:35](=[CH:36][CH:37]=1)[N:34]=[CH:33][C:32]([C:38]#[N:39])=[C:31]2[NH:40][C:41]1[CH:46]=[CH:45][CH:44]=[C:43]([Br:47])[CH:42]=1>N1C=CC=CC=1>[Br:47][C:43]1[CH:42]=[C:41]([NH:40][C:31]2[C:30]3[C:35](=[CH:36][CH:37]=[C:28]([NH:27][C:14](=[O:15])[C:13]#[C:12][CH2:11][N:10]([CH3:17])[CH3:9])[CH:29]=3)[N:34]=[CH:33][C:32]=2[C:38]#[N:39])[CH:46]=[CH:45][CH:44]=1. Procedure details: Isobutyl chloroformate (0.342 g, 2.5 mmol) was dropwise added into an ice cold solution of 4-dimethylamino -2-butynoic acid (0.9 g, 3.8 mmol ) and N-methylmorpholine (0.384 g , 3.8 mmol ) in 50 mL of tetrahydrofuan under N2. After stirring for 30 min, a solution of 0.644 g (1.9 mmol ) of 6-amino-4-[(3-bromophenyl)amino]-3-quinolinecarbonitrile in 10 mL of pyridine was added dropwise and the mixture was stirred at 0° C. for 2.5 hr. The reaction was quenched with ice water, poured into saturated s... The reactants are CC(C)(C)[O-], CS(C)=O, O=[N+]([O-])c1ccccc1F, [K+], Nc1cccc(Oc2ccccc2)c1. Product: O=[N+]([O-])c1ccccc1Nc1cccc(Oc2ccccc2)c1. RXN SMILES: [C:25]([O-:26])([CH3:27])([CH3:28])[CH3:29].[CH3:31][S:32]([CH3:33])=[O:34].[F:1][c:2]1[c:3]([N+:8](=[O:9])[O-:10])[cH:4][cH:5][cH:6][cH:7]1.[K+:30].[O:11]([c:12]1[cH:13][cH:14][cH:15][cH:16][cH:17]1)[c:18]1[cH:19][c:20]([NH2:21])[cH:22][cH:23][cH:24]1>>[c:2]1([NH:21][c:20]2[cH:19][c:18]([O:11][c:12]3[cH:13][cH:14][cH:15][cH:16][cH:17]3)[cH:24][cH:23][cH:22]2)[c:3]([N+:8](=[O:9])[O-:10])[cH:4][cH:5][cH:6][cH:7]1. The reactants are C(C)OC(=O)C=1N=C(N(C(C1O)=O)C)C1=C(C=CC=C1OC)OC (2-(2,6-dimethoxy-phenyl)-5-hydroxy-1-methyl-6-oxo-1,6-dihydro-pyrimidine -4-carboxylic acid ethyl ester), ClC=1C=C(CN)C=CC1Cl (3,4-dichlorobenzylamine). Product: ClC=1C=C(CNC(=O)C=2N=C(N(C(C2O)=O)C)C2=C(C=CC=C2OC)OC)C=CC1Cl (N-(3,4-dichlorobenzyl)-2-(2,6-dimethoxyphenyl)-5-hydroxy-l -methyl-6-oxo-1,6-dihydropyrimidine-4-carboxamide), solid. Yield: 83.0%. RXN SMILES: C([O:3][C:4]([C:6]1[N:7]=[C:8]([C:15]2[C:20]([O:21][CH3:22])=[CH:19][CH:18]=[CH:17][C:16]=2[O:23][CH3:24])[N:9]([CH3:14])[C:10](=[O:13])[C:11]=1[OH:12])=O)C.[Cl:25][C:26]1[CH:27]=[C:28]([CH:31]=[CH:32][C:33]=1[Cl:34])[CH2:29][NH2:30]>>[Cl:25][C:26]1[CH:27]=[C:28]([CH:31]=[CH:32][C:33]=1[Cl:34])[CH2:29][NH:30][C:4]([C:6]1[N:7]=[C:8]([C:15]2[C:16]([O:23][CH3:24])=[CH:17][CH:18]=[CH:19][C:20]=2[O:21][CH3:22])[N:9]([CH3:14])[C:10](=[O:13])[C:11]=1[OH:12])=[O:3]. Procedure details: Prepared according to the procedure described for example 2 from 2-(2,6-dimethoxy-phenyl)-5-hydroxy-1-methyl-6-oxo-1,6-dihydro-pyrimidine -4-carboxylic acid ethyl ester (74.07 mg, 0.20 mmol) and 3,4-dichlorobenzylamine (132 mg, 0.75 mmol). The title product was obtained as a pink solid (57.8 mg, 83% yield). 1HNMR (500 MHz, CDCl3) δ: 11.95 (1H, s), 7.97 (1H, t, J=5.50 Hz), 7.41–7.38 (3H, m), 7.16 (1H, dd, J=8.24, 2.14 Hz), 6.63 (2H, d, J=8.24 Hz), 6.50 (2H, d, J=6.40 Hz), 3.76 (6H, s), 3.29 (3H, ... Reactants: BrB(Br)Br, ClCCl, COc1ccc2c(Oc3ccc(NS(=O)(=O)C(F)(F)F)cc3)c(-c3ccccc3)c(C)cc2c1. Product: Cc1cc2cc(O)ccc2c(Oc2ccc(NS(=O)(=O)C(F)(F)F)cc2)c1-c1ccccc1. RXN SMILES: [B:35]([Br:36])([Br:37])[Br:38].[Cl:39][CH2:40][Cl:41].[F:1][C:2]([S:3](=[O:4])(=[O:5])[NH:6][c:7]1[cH:8][cH:9][c:10]([O:13][c:14]2[c:15](-[c:27]3[cH:28][cH:29][cH:30][cH:31][cH:32]3)[c:16]([CH3:26])[cH:17][c:18]3[cH:19][c:20]([O:24][CH3:25])[cH:21][cH:22][c:23]23)[cH:11][cH:12]1)([F:33])[F:34]>>[F:1][C:2]([S:3](=[O:4])(=[O:5])[NH:6][c:7]1[cH:8][cH:9][c:10]([O:13][c:14]2[c:15](-[c:27]3[cH:28][cH:29][cH:30][cH:31][cH:32]3)[c:16]([CH3:26])[cH:17][c:18]3[cH:19][c:20]([OH:24])[cH:21][cH:22][c:23]23)[cH:11][cH:12]1)([F:33])[F:34]. Starting materials: ClC=1C=CC(=C(CN2C3=C(NCC2)N=CC(=C3)I)C1)C(F)(F)F (1-[5-Chloro-2-(trifluoromethyl)benzyl]-7-iodo-1,2,3,4-tetrahydropyrido[2,3-b]pyrazine), C(C)OC(=O)C1=CC=C(C=C1)B(O)O (4-ethoxycarbonyl phenyl boronic acid). The product is C(C)OC(C1=CC=C(C=C1)C1=CC2=C(NCCN2CC2=C(C=CC(=C2)Cl)C(F)(F)F)N=C1)=O (4-{1-[5-Chloro-2-(trifluoromethyl)benzyl]-1,2,3,4-tetrahydropyrido[2,3-b]pyrazin-7-yl}benzoic acid ethyl ester), solid. The yield is 71.0%. Reaction SMILES: [Cl:1][C:2]1[CH:3]=[CH:4][C:5]([C:20]([F:23])([F:22])[F:21])=[C:6]([CH:19]=1)[CH2:7][N:8]1[CH2:13][CH2:12][NH:11][C:10]2[N:14]=[CH:15][C:16](I)=[CH:17][C:9]1=2.[CH2:24]([O:26][C:27]([C:29]1[CH:34]=[CH:33][C:32](B(O)O)=[CH:31][CH:30]=1)=[O:28])[CH3:25]>>[CH2:24]([O:26][C:27](=[O:28])[C:29]1[CH:34]=[CH:33][C:32]([C:16]2[CH:15]=[N:14][C:10]3[NH:11][CH2:12][CH2:13][N:8]([CH2:7][C:6]4[CH:19]=[C:2]([Cl:1])[CH:3]=[CH:4][C:5]=4[C:20]([F:23])([F:22])[F:21])[C:9]=3[CH:17]=2)=[CH:31][CH:30]=1)[CH3:25]. Procedure: 1-[5-Chloro-2-(trifluoromethyl)benzyl]-7-iodo-1,2,3,4-tetrahydropyrido[2,3-b]pyrazine (7.0 g) was reacted with 4-ethoxycarbonyl phenyl boronic acid as in General Procedure 4A. The title compound was obtained as a yellow solid (71% yield). M.p.=154° C., LCMS: m/z=476.04 (M+H+), 1H-NMR (CDCl3, 400 MHz) δ 1.40, (t, 3H), 3.49 (m, 2H), 3.71 (m, 2H), 4.35 (q, 2H), 4.61 (s, 2H), 5.72 (bs, 1H), 6.62 (s, 1H), 7.44 (m, 3H), 7.50 (s, 1H), 7.63 (d, 1H), 7.72 (s, 1H), 8.07 (d, 2H). Reactants: Cl (HCl), O=C1C=2N(C(=CN1)CC=1C=C(C(=O)OCC)C=CC1)C=C(C2)C2=CC=NC=C2 (ethyl 3-((1-oxo-7-(pyridin-4-yl)-1,2-dihydropyrrolo[1,2-a]pyrazin-4-yl)methyl)benzoate), [OH-].[Na+] (NaOH). Solvent: O1CCCC1 (tetrahydrofuran), O (water). Conditions: temperature 80 celsius. Product: O=C1C=2N(C(=CN1)CC=1C=C(C(=O)O)C=CC1)C=C(C2)C2=CC=NC=C2 (3-{[1-oxo-7-(pyridin-4-yl)-1,2-dihydropyrrolo[1,2-a]pyrazin-4-yl]methyl}benzoic acid). As a reaction SMILES: [O:1]=[C:2]1[NH:7][CH:6]=[C:5]([CH2:8][C:9]2[CH:10]=[C:11]([CH:17]=[CH:18][CH:19]=2)[C:12]([O:14]CC)=[O:13])[N:4]2[CH:20]=[C:21]([C:23]3[CH:28]=[CH:27][N:26]=[CH:25][CH:24]=3)[CH:22]=[C:3]12.[OH-].[Na+].Cl>O1CCCC1.O>[O:1]=[C:2]1[NH:7][CH:6]=[C:5]([CH2:8][C:9]2[CH:10]=[C:11]([CH:17]=[CH:18][CH:19]=2)[C:12]([OH:14])=[O:13])[N:4]2[CH:20]=[C:21]([C:23]3[CH:24]=[CH:25][N:26]=[CH:27][CH:28]=3)[CH:22]=[C:3]12 |f:1.2|. Procedure: To a suspension of EXAMPLE 4E (30 mg, 0.08 mmol) in tetrahydrofuran (5 mL) was added NaOH (32 mg, 0.8 mmol) in water (0.5 ml). The reaction mixture was heated at 80° C. overnight. After cooling, the reaction mixture was neutralized with 1N aqueous HCl, and concentrated. The residue was separated by HPLC (0-100% gradient CH3CN in water containing 0.1% CF3CO2H to afford the title compound. MS (DCI/NH3) m/z 346 (M+H)+; 1H NMR (300 MHz, dimethylsulfoxide-d6): δ 4.19 (s, 2H), 6.59 (d, J=5.55 Hz, 1H),... Starting materials: [N+](=O)(O)[O-] (nitric acid), C1(CCCCCN1)=O (ε-caprolactam). Run in O (water), O (water). The product is [N+](=O)(O)[O-].C1(CCCCCN1)=O (Caprolactam Nitrate). As a reaction SMILES: [C:1]1(=[O:8])[NH:7][CH2:6][CH2:5][CH2:4][CH2:3][CH2:2]1.[N+:9]([O-:12])([OH:11])=[O:10]>O>[N+:9]([O-:12])([OH:11])=[O:10].[C:1]1(=[O:8])[NH:7][CH2:6][CH2:5][CH2:4][CH2:3][CH2:2]1 |f:3.4|. Procedure: To a 100 ml flask containing 11.32 g of ε-caprolactam (0.1 mol), 30 ml water was added and stirred for dissolution. 9.69 g of 65% nitric acid (0.1 mol) was added dropwise into the flask over 30 min at room temperature. Then the reaction was stirred for another 8 hours. Desired product was formed after water was removed under reduced pressure and dried at 110° C. under 1–5 mmHg for 1 hour. The white, moisture- and water-stable solid of caprolactam nitrate was obtained with a yield of 98.1%, which...